Dataset: the Open Reaction Database (ORD), a public repository of structured organic reaction records. Task: describe an organic reaction: reactants, conditions, products, and yield Reactants: O=C(O)c1ccc(Br)cc1, Cc1cccc(-c2sc(C)nc2C(=O)N2CC3CC3C2CN)c1. Product: Cc1cccc(-c2sc(C)nc2C(=O)N2CC3CC3C2CNC(=O)c2ccc(Br)cc2)c1. Reaction SMILES: [Br:24][c:25]1[cH:26][cH:27][c:28]([C:29](=[O:30])[OH:31])[cH:32][cH:33]1.[NH2:1][CH2:2][CH:3]1[CH:4]2[CH2:5][CH:6]2[CH2:7][N:8]1[C:9](=[O:10])[c:11]1[n:12][c:13]([CH3:23])[s:14][c:15]1-[c:16]1[cH:17][c:18]([CH3:22])[cH:19][cH:20][cH:21]1>>[NH:1]([CH2:2][CH:3]1[CH:4]2[CH2:5][CH:6]2[CH2:7][N:8]1[C:9](=[O:10])[c:11]1[n:12][c:13]([CH3:23])[s:14][c:15]1-[c:16]1[cH:17][c:18]([CH3:22])[cH:19][cH:20][cH:21]1)[C:29]([c:28]1[cH:27][cH:26][c:25]([Br:24])[cH:33][cH:32]1)=[O:30]. The reactants are C1(CCCCCCCCCCCCCC1)=O (cyclopentadecanone), CCCCCC (hexane), O (water), hydrogenated sodium borate. Run in C(C)O (ethanol). Run at time 30 minute. Yields the product C1(CCCCCCCCCCCCCC1)O (cyclopentadecanol). Isolated yield 46.5%. Reaction SMILES: [C:1]1(=[O:16])[CH2:15][CH2:14][CH2:13][CH2:12][CH2:11][CH2:10][CH2:9][CH2:8][CH2:7][CH2:6][CH2:5][CH2:4][CH2:3][CH2:2]1.CCCCCC.O>C(O)C>[CH:1]1([OH:16])[CH2:15][CH2:14][CH2:13][CH2:12][CH2:11][CH2:10][CH2:9][CH2:8][CH2:7][CH2:6][CH2:5][CH2:4][CH2:3][CH2:2]1. Procedure details: 5.0 g of cyclopentadecanone (MW 224, 22.3 mmol) were dissolved in 5.0 ml of ethanol, and hydrogenated sodium borate (MW 37.8, 2.5 g) was added thereto over 30 minutes. During this period, the temperature of the reaction mixture increased from 20° C. to 50° C. After reaction for one hour at 50° C., 50 ml of hexane and 50 ml of water were successively added, and the reaction was terminated. The reaction mixture was separated into an aqueous phase and an organic phase. The organic phase was washed ... Reactants: [BH4-], CO, [Ce+3], [Cl-], [Cl-], [Cl-], [Na+], COC(=O)CCC1C=CC(=O)CC1. Product: COC(=O)CCC1C=CC(O)CC1. RXN SMILES: [BH4-:18].[CH3:20][OH:21].[Ce+3:15].[Cl-:14].[Cl-:16].[Cl-:17].[Na+:19].[O:1]=[C:2]1[CH:3]=[CH:4][CH:5]([CH2:8][CH2:9][C:10](=[O:11])[O:12][CH3:13])[CH2:6][CH2:7]1>>[OH:1][CH:2]1[CH:3]=[CH:4][CH:5]([CH2:8][CH2:9][C:10](=[O:11])[O:12][CH3:13])[CH2:6][CH2:7]1. Starting materials: C(C)(C)[N-]C(C)C.[Li+] (Lithium diisopropylamide), C(C)(C)NC(C)C (diisopropylamine), CN1C(N(C2=C(C1=O)C(=CS2)C(=O)OCC)C(C)C)=O (1,2,3,4-tetrahydro-3-methyl-1-(1-methylethyl)-2,4-dioxo-thieno[2,3-d]pyrimidine-5-carboxylic acid, ethyl ester), N1=C(C=CC=C1)C1=CC=C(C=O)C=C1 (4-(2-pyridyl)benzaldehyde). The solvent is hexanes, O1CCCC1 (tetrahydrofuran), O1CCCC1 (tetrahydrofuran), CN1CCCN(C1=O)C (DMPU). Reaction conditions: time 20 minute. Yields the product OC(C1=C(C2=C(N(C(N(C2=O)C)=O)C(C)C)S1)C(=O)OCC)C1=CC=C(C=C1)C1=NC=CC=C1 (1,2,3,4-Tetrahydro-6-[hydroxy[4-(2-pyridinyl)phenyl]methyl]-3-methyl-1-(1-methylethyl)-2,4-dioxo-thieno[2,3-d]pyrimidine-5-carboxylic acid, ethyl ester). The yield is 41.5%. RXN SMILES: C([N-]C(C)C)(C)C.[Li+].C(NC(C)C)(C)C.[CH3:16][N:17]1[C:22](=[O:23])[C:21]2[C:24]([C:27]([O:29][CH2:30][CH3:31])=[O:28])=[CH:25][S:26][C:20]=2[N:19]([CH:32]([CH3:34])[CH3:33])[C:18]1=[O:35].[N:36]1[CH:41]=[CH:40][CH:39]=[CH:38][C:37]=1[C:42]1[CH:49]=[CH:48][C:45]([CH:46]=[O:47])=[CH:44][CH:43]=1>O1CCCC1.CN1C(=O)N(C)CCC1>[OH:47][CH:46]([C:45]1[CH:44]=[CH:43][C:42]([C:37]2[CH:38]=[CH:39][CH:40]=[CH:41][N:36]=2)=[CH:49][CH:48]=1)[C:25]1[S:26][C:20]2[N:19]([CH:32]([CH3:34])[CH3:33])[C:18](=[O:35])[N:17]([CH3:16])[C:22](=[O:23])[C:21]=2[C:24]=1[C:27]([O:29][CH2:30][CH3:31])=[O:28] |f:0.1|. Reported procedure: Lithium diisopropylamide, freshly made by adding n-buthyllithium (1.1 mL, 2.5M in hexanes) to a solution of diisopropylamine (0.46 mL) in dry tetrahydrofuran under nitrogen at 0° C. and stirring for 20 min, was added to a solution of 1,2,3,4-tetrahydro-3-methyl-1-(1-methylethyl)-2,4-dioxo-thieno[2,3-d]pyrimidine-5-carboxylic acid, ethyl ester (0.7 g), 4-(2-pyridyl)benzaldehyde (0.52 g) and DMPU (057 mL) in dry tetrahydrofuran under nitrogen at −78° C. The reaction mixture was stirred at −78° C. ... The product is CC(F)(F)c1cc(NC(=O)Oc2ccccc2)on1. The reactants are O=C([O-])[O-], C1CCOC1, O=C(Cl)Oc1ccccc1, CC(F)(F)c1cc(N)on1, [K+], [K+]. As a reaction SMILES: [C:11](=[O:12])([O-:13])[O-:14].[CH2:27]1[O:28][CH2:29][CH2:30][CH2:31]1.[Cl:17][C:18](=[O:19])[O:20][c:21]1[cH:22][cH:23][cH:24][cH:25][cH:26]1.[F:1][C:2]([CH3:3])([F:4])[c:5]1[n:6][o:7][c:8]([NH2:10])[cH:9]1.[K+:15].[K+:16]>>[F:1][C:2]([CH3:3])([F:4])[c:5]1[n:6][o:7][c:8]([NH:10][C:18](=[O:19])[O:20][c:21]2[cH:22][cH:23][cH:24][cH:25][cH:26]2)[cH:9]1. The reactants are CC(C)(C)OC(=O)n1nccc1N, CC#N, CCN(C(C)C)C(C)C, CC(C)ON=C(C(=O)O)c1ccc(S(C)(=O)=O)c(Cl)c1. Yields the product CC(C)ON=C(C(=O)Nc1ccnn1C(=O)OC(C)(C)C)c1ccc(S(C)(=O)=O)c(Cl)c1. As a reaction SMILES: [C:21]([CH3:22])([CH3:23])([CH3:24])[O:25][C:26](=[O:27])[n:28]1[n:29][cH:30][cH:31][c:32]1[NH2:33].[CH3:43][C:44]#[N:45].[CH:34]([N:35]([CH2:36][CH3:37])[CH:38]([CH3:39])[CH3:40])([CH3:41])[CH3:42].[Cl:1][c:2]1[cH:3][c:4]([C:12]([C:13](=[O:14])[OH:15])=[N:16][O:17][CH:18]([CH3:19])[CH3:20])[cH:5][cH:6][c:7]1[S:8](=[O:9])(=[O:10])[CH3:11]>>[Cl:1][c:2]1[cH:3][c:4]([C:12]([C:13](=[O:15])[NH:33][c:32]2[n:28]([C:26]([O:25][C:21]([CH3:22])([CH3:23])[CH3:24])=[O:27])[n:29][cH:30][cH:31]2)=[N:16][O:17][CH:18]([CH3:19])[CH3:20])[cH:5][cH:6][c:7]1[S:8](=[O:9])(=[O:10])[CH3:11]. Starting materials: S(=O)(=O)(Cl)Cl (Sulfuryl chloride), C(C)(C)C1=C(C=CC(=C1)C(C)C)S (2,4-diisopropylthiophenol), Cl (hydrochloric acid), ClC1=C(C=CC(=C1)S(=O)(=O)CCCCCCCCCCCC)N(C(C)=O)C1=NN(C(C1)=O)C1=C(C=C(C=C1Cl)Cl)Cl (N-(2-chloro-4-dodecylsulfonylphenyl)-N-[4,5-dihydro-5-oxo-1-(2,4,6-trichlorophenyl)-1H-pyrazol-3-yl]acetamide), Cl 16.6, Cl 16.4. Run in ClCCl (dichloromethane), CN(C=O)C (N,N-dimethylformamide). Reaction conditions: time 2 hour. Yields the product ClC1=C(C=CC(=C1)S(=O)(=O)CCCCCCCCCCCC)N(C(C)=O)C1=NN(C(C1SC1=C(C=C(C=C1)C(C)C)C(C)C)=O)C1=C(C=C(C=C1Cl)Cl)Cl (N-(2-Chloro-4-dodecylsulfonylphenyl)-N-[4,5-dihydro-4-(2,4-diisopropylphenylthio)-5-oxo-1-(2,4,6-trichloro-phenyl)-1H-pyrazol-3-yl]acetamide). Reaction SMILES: S(Cl)(Cl)(=O)=O.[CH:6]([C:9]1[CH:14]=[C:13]([CH:15]([CH3:17])[CH3:16])[CH:12]=[CH:11][C:10]=1[SH:18])([CH3:8])[CH3:7].[Cl:19][C:20]1[CH:25]=[C:24]([S:26]([CH2:29][CH2:30][CH2:31][CH2:32][CH2:33][CH2:34][CH2:35][CH2:36][CH2:37][CH2:38][CH2:39][CH3:40])(=[O:28])=[O:27])[CH:23]=[CH:22][C:21]=1[N:41]([C:45]1[CH2:49][C:48](=[O:50])[N:47]([C:51]2[C:56]([Cl:57])=[CH:55][C:54]([Cl:58])=[CH:53][C:52]=2[Cl:59])[N:46]=1)[C:42](=[O:44])[CH3:43].Cl>ClCCl.CN(C)C=O>[Cl:19][C:20]1[CH:25]=[C:24]([S:26]([CH2:29][CH2:30][CH2:31][CH2:32][CH2:33][CH2:34][CH2:35][CH2:36][CH2:37][CH2:38][CH2:39][CH3:40])(=[O:27])=[O:28])[CH:23]=[CH:22][C:21]=1[N:41]([C:45]1[CH:49]([S:18][C:10]2[CH:11]=[CH:12][C:13]([CH:15]([CH3:17])[CH3:16])=[CH:14][C:9]=2[CH:6]([CH3:8])[CH3:7])[C:48](=[O:50])[N:47]([C:51]2[C:56]([Cl:57])=[CH:55][C:54]([Cl:58])=[CH:53][C:52]=2[Cl:59])[N:46]=1)[C:42](=[O:44])[CH3:43]. Procedure details: Sulfuryl chloride (6.2 g, 46 mmol) was added dropwise to a stirred solution of 2,4-diisopropylthiophenol (8.9 g, 46 mmol) in dichloromethane (50 ml) and stirring was continued at room temperature for 2 hrs. Volatiles were removed by rotary evaporation to give an oil. A solution of N-(2-chloro-4-dodecylsulfonylphenyl)-N-[4,5-dihydro-5-oxo-1-(2,4,6-trichlorophenyl)-1H-pyrazol-3-yl]acetamide (29.0 g, 44 mmol) in N,N-dimethylformamide (75 ml) was added to the oil and the mixture was stirred at room ...